Dataset: the Open Reaction Database (ORD), a public repository of structured organic reaction records. Task: describe an organic reaction: reactants, conditions, products, and yield The reactants are CC(CC)S(=O)(=O)N (butane-2-sulfonamide), Cl.CN(CCCN=C=NCC)C (N-[3-(dimethylamino)propyl]-N′-ethylcarbodiimide hydrochloride), C(C)N(C(C)C)C(C)C (N-ethyl-N-isopropylpropan-2-amine), FC1=C(C(=O)O)C=C(C(=C1)F)F (2,4,5-trifluorobenzoic acid). The reagents and catalysts are CN(C1=CC=NC=C1)C (4-dimethylaminopyridine). Solvent: C(Cl)Cl (DCM). Reaction conditions: time 18 hour. Yields the product C(C)(CC)S(=O)(=O)NC(C1=C(C=C(C(=C1)F)F)F)=O (N-(sec-butylsulfonyl)-2,4,5-trifluorobenzamide). The yield is 46.0%. As a reaction SMILES: Cl.CN(C)CCCN=C=NCC.C(N(C(C)C)C(C)C)C.[F:22][C:23]1[CH:31]=[C:30]([F:32])[C:29]([F:33])=[CH:28][C:24]=1[C:25]([OH:27])=O.[CH3:34][CH:35]([S:38]([NH2:41])(=[O:40])=[O:39])[CH2:36][CH3:37]>CN(C)C1C=CN=CC=1.C(Cl)Cl>[CH:35]([S:38]([NH:41][C:25](=[O:27])[C:24]1[CH:28]=[C:29]([F:33])[C:30]([F:32])=[CH:31][C:23]=1[F:22])(=[O:40])=[O:39])([CH2:36][CH3:37])[CH3:34] |f:0.1|. Procedure details: N-[3-(dimethylamino)propyl]-N′-ethylcarbodiimide hydrochloride (0.41 g, 2.1 mmol), 4-dimethylaminopyridine (0.26 g, 2.1 mmol) and N-ethyl-N-isopropylpropan-2-amine (0.9 mL, 4.2 mmol) were added to a solution of 2,4,5-trifluorobenzoic acid (0.25 g, 1.4 mmol) in DCM. After 10 minutes butane-2-sulfonamide (Preparation 29, 0.29 g, 2.1 mmol) was added and the reaction was left at room temperature for 18 hours. The reaction mixture was concentrated in vacuo and the residue purified by preparative HPLC...